Dataset: the Open Reaction Database (ORD), a public repository of structured organic reaction records. Task: describe an organic reaction: reactants, conditions, products, and yield The reactants are O (H2O), FC(C1=CC=C(C=C1)C1NCCC2=CC=CC=C12)(F)F (1-(4-(trifluoromethyl)phenyl)-1,2,3,4-tetrahydroisoquinoline), CCN(C(C)C)C(C)C (DIEA), ClC(=O)OC1=CC=C(C=C1)[N+](=O)[O-] (4-nitrophenyl chloroformate). Solvent: C(Cl)Cl (DCM). Conditions: time 16 hour. The product is FC(C1=CC=C(C=C1)C1N(CCC2=CC=CC=C12)C(=O)OC1=CC=C(C=C1)[N+](=O)[O-])(F)F (4-Nitrophenyl 1-(4-(trifluoromethyl)phenyl)-3,4-dihydroisoquinoline-2(1H)-carboxylate). As a reaction SMILES: [F:1][C:2]([F:20])([F:19])[C:3]1[CH:8]=[CH:7][C:6]([CH:9]2[C:18]3[C:13](=[CH:14][CH:15]=[CH:16][CH:17]=3)[CH2:12][CH2:11][NH:10]2)=[CH:5][CH:4]=1.CCN(C(C)C)C(C)C.Cl[C:31]([O:33][C:34]1[CH:39]=[CH:38][C:37]([N+:40]([O-:42])=[O:41])=[CH:36][CH:35]=1)=[O:32].O>C(Cl)Cl>[F:20][C:2]([F:1])([F:19])[C:3]1[CH:4]=[CH:5][C:6]([CH:9]2[C:18]3[C:13](=[CH:14][CH:15]=[CH:16][CH:17]=3)[CH2:12][CH2:11][N:10]2[C:31]([O:33][C:34]2[CH:35]=[CH:36][C:37]([N+:40]([O-:42])=[O:41])=[CH:38][CH:39]=2)=[O:32])=[CH:7][CH:8]=1. Procedure: To a solution of 1-(4-(trifluoromethyl)phenyl)-1,2,3,4-tetrahydroisoquinoline (200 mg, 0.721 mmol, example 9 (step 3) and DIEA (126 μL, 0.721 mmol) in DCM (4 mL) was added 4-nitrophenyl chloroformate (145 mg, 0.721 mmol). The resulting mixture was stirred at RT for 16 h. Then, H2O (10 mL) was added and the mixture was extracted with DCM (2×5 mL). The combined organic extracts were dried over MgSO4 and concentrated. The residue was purified by silica gel flash column chromatography (0%-50% EtOAc/... Reactants: CCCCc1nc(C)[nH]c(=O)c1Cc1ccc(-c2ccccc2C#N)cc1, CN(C)C=O, CCOC(C)=O, ClCc1ccc(Cl)s1, [H-], [Na+]. The product is CCCCc1nc(C)n(Cc2ccc(Cl)s2)c(=O)c1Cc1ccc(-c2ccccc2C#N)cc1. Reaction SMILES: [CH2:1]([CH2:2][CH2:3][CH3:4])[c:5]1[n:6][c:7]([CH3:27])[nH:8][c:9](=[O:26])[c:10]1[CH2:11][c:12]1[cH:13][cH:14][c:15](-[c:18]2[c:19]([C:24]#[N:25])[cH:20][cH:21][cH:22][cH:23]2)[cH:16][cH:17]1.[CH3:30][N:31]([CH3:32])[CH:33]=[O:34].[CH3:43][CH2:44][O:45][C:46](=[O:47])[CH3:48].[Cl:35][c:36]1[s:37][c:38]([CH2:41][Cl:42])[cH:39][cH:40]1.[H-:28].[Na+:29]>>[CH2:1]([CH2:2][CH2:3][CH3:4])[c:5]1[n:6][c:7]([CH3:27])[n:8]([CH2:41][c:38]2[s:37][c:36]([Cl:35])[cH:40][cH:39]2)[c:9](=[O:26])[c:10]1[CH2:11][c:12]1[cH:13][cH:14][c:15](-[c:18]2[c:19]([C:24]#[N:25])[cH:20][cH:21][cH:22][cH:23]2)[cH:16][cH:17]1. Run in O1CCOCC1 (dioxane), C(=O)(O)[O-].[Na+] (NaHCO3). Reported procedure: The title compound was prepared in a manner similar to EXAMPLE 1 using 2-chloro-5,6,6a,7,9,10-hexahydro-[1,4]oxazino[3,4-h]pteridine (PREPARATION x2, 50 mg, 0.221 mmol), tert-butyl 7-chloro-3-(4,4,5,5-tetramethyl-1,3,2-dioxaborolan-2-yl)-1H-indole-1-carboxylate (125 mg, 0.331 mmol) and PdCl2(dppf) (12.91 mg, 0.018 mmol) in dioxane (2 mL) and aqueous saturated NaHCO3 (0.4 mL). The reagents and catalysts are C1=CC=C(C=C1)P([C-]2C=CC=C2)C3=CC=CC=C3.C1=CC=C(C=C1)P([C-]2C=CC=C2)C3=CC=CC=C3.Cl[Pd]Cl.[Fe+2] (PdCl2(dppf)). As a reaction SMILES: Cl[C:2]1[N:11]=[CH:10][C:9]2[NH:8][CH2:7][CH:6]3[CH2:12][O:13][CH2:14][CH2:15][N:5]3[C:4]=2[N:3]=1.[Cl:16][C:17]1[CH:18]=[CH:19][CH:20]=[C:21]2[C:25]=1[N:24]([C:26]([O:28][C:29]([CH3:32])([CH3:31])[CH3:30])=[O:27])[CH:23]=[C:22]2B1OC(C)(C)C(C)(C)O1>O1CCOCC1.C([O-])(O)=O.[Na+].C1C=CC(P(C2C=CC=CC=2)[C-]2C=CC=C2)=CC=1.C1C=CC(P(C2C=CC=CC=2)[C-]2C=CC=C2)=CC=1.Cl[Pd]Cl.[Fe+2]>[Cl:16][C:17]1[CH:18]=[CH:19][CH:20]=[C:21]2[C:25]=1[N:24]([C:26]([O:28][C:29]([CH3:32])([CH3:31])[CH3:30])=[O:27])[CH:23]=[C:22]2[C:2]1[N:11]=[CH:10][C:9]2[NH:8][CH2:7][CH:6]3[CH2:12][O:13][CH2:14][CH2:15][N:5]3[C:4]=2[N:3]=1 |f:3.4,5.6.7.8|. The reactants are ClC1=NC=2N3C(CNC2C=N1)COCC3 (2-chloro-5,6,6a,7,9,10-hexahydro-[1,4]oxazino[3,4-h]pteridine), ClC=1C=CC=C2C(=CN(C12)C(=O)OC(C)(C)C)B1OC(C(O1)(C)C)(C)C (tert-butyl 7-chloro-3-(4,4,5,5-tetramethyl-1,3,2-dioxaborolan-2-yl)-1H-indole-1-carboxylate). Product: ClC=1C=CC=C2C(=CN(C12)C(=O)OC(C)(C)C)C1=NC=2N3C(CNC2C=N1)COCC3 (tert-butyl 7-chloro-3-(5,6,6a,7,9,10-hexahydro-[1,4]oxazino[3,4-h]pteridin-2-yl)-1H-indole-1-carboxylate). Reaction SMILES: [CH3:8][c:9]1[cH:10][o:11][c:12]2[c:13]1[c:14]([O:25][CH3:26])[cH:15][cH:16][c:17]2[C:18](=[O:19])[c:20]1[s:21][cH:22][cH:23][cH:24]1.[ClH:1].[ClH:28].[OH2:27].[cH:29]1[cH:30][c:31]2[c:32]([n:33][cH:34][cH:35][cH:36]2)[cH:37][cH:38]1.[nH+:2]1[cH:3][cH:4][cH:5][cH:6][cH:7]1>>[CH3:8][c:9]1[cH:10][o:11][c:12]2[c:13]1[c:14]([OH:25])[cH:15][cH:16][c:17]2[C:18](=[O:19])[c:20]1[s:21][cH:22][cH:23][cH:24]1. Starting materials: COc1ccc(C(=O)c2cccs2)c2occ(C)c12, Cl, Cl, O, c1ccc2ncccc2c1, c1cc[nH+]cc1. The product is Cc1coc2c(C(=O)c3cccs3)ccc(O)c12. The reagents and catalysts are CN(C1=CC=NC=C1)C (4-Dimethylaminopyridine). Reaction conditions: time 2 hour. The reactants are C1=CC=NC(=C1)OC(=S)OC2=CC=CC=N2 (di-2-pyridyl thionocarbonate), NC1=C2CC(NC2=CC=C1)=O (4-aminooxindole). Run in C(Cl)Cl (methylene chloride). Procedure: 4-Dimethylaminopyridine (0.086 g, 0.706 mmol) and di-2-pyridyl thionocarbonate (0.983 g, 4.23 mmol) are added to a solution of 4-aminooxindole (0.523 g, 3.53 mmol) in methylene chloride. The resulting mixture is stirred at room temperature for two hours during which time a soluble solution forms. The methylene chloride is removed by rotary evaporation and the crude residue is purified via silica gel column chromatography using 40% ethyl acetate/hexanes as the eluent. The appropriate fractions ar... Yield: 79.1%. Yields the product N(=C=S)C1=C2CC(NC2=CC=C1)=O (4-isothiocyanatooxindole). As a reaction SMILES: C1C=C(O[C:8](OC2N=CC=CC=2)=[S:9])N=CC=1.[NH2:17][C:18]1[CH:26]=[CH:25][CH:24]=[C:23]2[C:19]=1[CH2:20][C:21](=[O:27])[NH:22]2>CN(C)C1C=CN=CC=1.C(Cl)Cl>[N:17]([C:18]1[CH:26]=[CH:25][CH:24]=[C:23]2[C:19]=1[CH2:20][C:21](=[O:27])[NH:22]2)=[C:8]=[S:9]. Starting materials: CC(C)(C)OC(=O)N(C(=O)OC(C)(C)C)c1cnccn1, CO, [Na+], O=C=O, [OH-], O. Yields the product CC(C)(C)OC(=O)Nc1cnccn1. As a reaction SMILES: [C:1]([CH3:2])([CH3:3])([CH3:4])[O:5][C:6](=[O:7])[N:8]([C:9]([O:10][C:11]([CH3:12])([CH3:13])[CH3:14])=[O:15])[c:16]1[n:17][cH:18][cH:19][n:20][cH:21]1.[CH3:28][OH:29].[Na+:23].[O:25]=[C:26]=[O:27].[OH-:22].[OH2:24]>>[C:1]([CH3:2])([CH3:3])([CH3:4])[O:5][C:6](=[O:7])[NH:8][c:16]1[n:17][cH:18][cH:19][n:20][cH:21]1. Conditions: time 1 hour. Yields the product N(N)C1=NC(=C2N=CN(C2=N1)COCCO)N (2-hydrazino-9-(2-hydroxyethoxymethyl)adenine). Reaction SMILES: Cl[C:2]1[N:10]=[C:9]2[C:5]([N:6]=[CH:7][N:8]2[CH2:11][O:12][CH2:13][CH2:14][OH:15])=[C:4]([NH2:16])[N:3]=1.[NH2:17][NH2:18]>>[NH:17]([C:2]1[N:10]=[C:9]2[C:5]([N:6]=[CH:7][N:8]2[CH2:11][O:12][CH2:13][CH2:14][OH:15])=[C:4]([NH2:16])[N:3]=1)[NH2:18]. The reactants are ClC1=NC(=C2N=CN(C2=N1)COCCO)N (2-Chloro-9-(2-hydroxyethoxymethyl)adenine), NN (hydrazine). Reported procedure: 2-Chloro-9-(2-hydroxyethoxymethyl)adenine (0.83g) was added with stirring to 95% hydrazine (11ml) and the resulting solution stirred 1 hour under nitrogen. Excess hydrazine was removed by distillation in a rotary evaporator at a bath temperature of 30° C. followed by co-evaporation twice with ethyl acetate. The residue was thoroughly triturated with methanol to give a quantitative yield (0.8g) of white to cream colored-2-hydrazino-9-(2-hydroxyethoxymethyl)adenine, m.p. 220°-222° C.